The task is: describe an organic reaction: reactants, conditions, products, and yield. This data is from the Open Reaction Database (ORD), a public repository of structured organic reaction records. The reactants are C12CN(CC(CC1)O2)C2=C1C(=NC(=N2)C2=CC=C(N)C=C2)N(N=C1)C(COC)COC (4-(4-(8-oxa-3-azabicyclo[3.2.1]octan-3-yl)-1-(1,3-dimethoxypropan-2-yl)-1H-pyrazolo[3,4-d]pyrimidin-6-yl)aniline), ClC(Cl)(OC(OC(Cl)(Cl)Cl)=O)Cl (triphosgene), C(CO)O (ethylene glycol), COCC(COC)N1N=CC=2C1=NC(=NC2N2CC1CCC(C2)O1)C1=CC=C(C=C1)N=C=O (3-(1-(1,3-dimethoxypropan-2-yl)-6-(4-isocyanatophenyl)-1H-pyrazolo[3,4-d]pyrimidin-4-yl)-8-oxa-3-azabicyclo[3.2.1]octane). Run in ClCCl (dichloromethane), C(C)N(CC)CC (triethylamine), ClCCl (dichloromethane). Reaction conditions: time 3 hour. Product: OCCOC(NC1=CC=C(C=C1)C1=NC(=C2C(=N1)N(N=C2)C(COC)COC)N2CC1CCC(C2)O1)=O (2-hydroxyethyl(4-{1-[2-methoxy-1-(methoxymethyl)ethyl]-4-(8-oxa-3-azabicyclo[3.2.1]oct-3-yl)-1H-pyrazolo[3,4-d]pyrimidin-6-yl}phenyl)carbamate). Isolated yield 53.0%. Reaction SMILES: C12OC(CC1)CN(C1N=C(C3C=CC(N)=CC=3)N=C3N(C(COC)COC)N=CC=13)C2.ClC(Cl)(OC(=O)OC(Cl)(Cl)Cl)Cl.[CH2:44]([OH:47])[CH2:45][OH:46].[CH3:48][O:49][CH2:50][CH:51]([N:55]1[C:59]2=[N:60][C:61]([C:72]3[CH:77]=[CH:76][C:75]([N:78]=[C:79]=[O:80])=[CH:74][CH:73]=3)=[N:62][C:63]([N:64]3[CH2:70][CH:69]4[O:71][CH:66]([CH2:67][CH2:68]4)[CH2:65]3)=[C:58]2[CH:57]=[N:56]1)[CH2:52][O:53][CH3:54]>ClCCl.C(N(CC)CC)C>[OH:46][CH2:45][CH2:44][O:47][C:79](=[O:80])[NH:78][C:75]1[CH:74]=[CH:73][C:72]([C:61]2[N:60]=[C:59]3[N:55]([CH:51]([CH2:50][O:49][CH3:48])[CH2:52][O:53][CH3:54])[N:56]=[CH:57][C:58]3=[C:63]([N:64]3[CH2:65][CH:66]4[O:71][CH:69]([CH2:68][CH2:67]4)[CH2:70]3)[N:62]=2)=[CH:77][CH:76]=1. Procedure details: A solution of 4-(4-(8-oxa-3-azabicyclo[3.2.1]octan-3-yl)-1-(1,3-dimethoxypropan-2-yl)-1H-pyrazolo[3,4-d]pyrimidin-6-yl)aniline (65 mg, 0.15 mmol) in dichloromethane (1.5 mL) was treated with triethylamine (0.2 mL), followed by a solution of triphosgene (23 mg, 0.08 mmol) in dichloromethane (1 mL). After the passage of 10 minutes, the appropriate nucleophile—in the case, ethylene glycol (84 μL, 1.5 mmol)—was added to the 3-(1-(1,3-dimethoxypropan-2-yl)-6-(4-isocyanatophenyl)-1H-pyrazolo[3,4-d]pyr... The reactants are ClC1=NC2=C(N1)C=C(C=C2)C(F)(F)F (2-chloro-6-(trifluoromethyl)-1H-benzo[d]imidazole), 2003/095420 A1, 2004/035549 A1, NC=1C=CC=C2CCC(CC12)O (8-amino-1,2,3,4-tetrahydronaphthalen-2-ol). Yields the product FC(C1=CC2=C(NC(=N2)NC=2C=CC=C3CCC(CC23)O)C=C1)(F)F (8-(5-(Trifluoromethyl)-1H-benzo[d]imidazol-2-ylamino)-1,2,3,4-tetrahydronaphthalen -2-ol). RXN SMILES: Cl[C:2]1[NH:6][C:5]2[CH:7]=[C:8]([C:11]([F:14])([F:13])[F:12])[CH:9]=[CH:10][C:4]=2[N:3]=1.[NH2:15][C:16]1[CH:17]=[CH:18][CH:19]=[C:20]2[C:25]=1[CH2:24][CH:23]([OH:26])[CH2:22][CH2:21]2>>[F:12][C:11]([F:14])([F:13])[C:8]1[CH:9]=[CH:10][C:4]2[NH:3][C:2]([NH:15][C:16]3[CH:17]=[CH:18][CH:19]=[C:20]4[C:25]=3[CH2:24][CH:23]([OH:26])[CH2:22][CH2:21]4)=[N:6][C:5]=2[CH:7]=1. Reported procedure: The reaction of 2-chloro-6-(trifluoromethyl)-1H-benzo[d]imidazole (154 mg, 0.7 mol, prepared according to the procedure described in WO 2004/035549 A1) with 8-amino-1,2,3,4-tetrahydronaphthalen-2-ol (83 mg, 0.5 mmol, prepared according to the procedure described in WO 2003/095420 A1) under the condition of Example 21(b) afforded the title compound. MS (ESI, pos. ion) m/z: 348 (M+1).